describe an organic reaction: reactants, conditions, products, and yield From a dataset of the Open Reaction Database (ORD), a public repository of structured organic reaction records. Starting materials: O=C(O)c1ccc(Br)c(F)c1, CCN=C=NCCCN(C)C, C1COCCN1, ClCCl, CN(C)c1ccccn1, Cl, O. Yields the product O=C(c1ccc(Br)c(F)c1)N1CCOCC1. Reaction SMILES: [Br:1][c:2]1[c:3]([F:11])[cH:4][c:5]([C:6](=[O:7])[OH:8])[cH:9][cH:10]1.[CH2:13]([N:14]=[C:15]=[N:16][CH2:17][CH2:18][CH2:19][N:20]([CH3:21])[CH3:22])[CH3:23].[CH2:33]1[CH2:34][O:35][CH2:36][CH2:37][NH:38]1.[CH2:39]([Cl:40])[Cl:41].[CH3:24][N:25]([c:26]1[cH:27][cH:28][cH:29][cH:30][n:31]1)[CH3:32].[ClH:12].[OH2:42]>>[Br:1][c:2]1[c:3]([F:11])[cH:4][c:5]([C:6](=[O:8])[N:38]2[CH2:33][CH2:34][O:35][CH2:36][CH2:37]2)[cH:9][cH:10]1. The reactants are CC(O)(CO)COc1ccc(Br)cc1, CC(C)c1cc(C(C)C)c(-c2ccccc2P(C(C)(C)C)C(C)(C)C)c(C(C)C)c1, Cc1ccccc1, CC(C)(C)[O-], [Cl-], FC(F)(F)Oc1ccc(OC2CCNCC2)cc1, [NH4+], [Na+], O=C(C=Cc1ccccc1)C=Cc1ccccc1, O=C(C=Cc1ccccc1)C=Cc1ccccc1, O=C(C=Cc1ccccc1)C=Cc1ccccc1, [Pd], [Pd]. The product is CC(O)(CO)COc1ccc(N2CCC(Oc3ccc(OC(F)(F)F)cc3)CC2)cc1. RXN SMILES: [Br:1][c:2]1[cH:3][cH:4][c:5]([O:6][CH2:7][C:8]([CH2:9][OH:10])([OH:11])[CH3:12])[cH:13][cH:14]1.[C:33]([P:34]([C:35]([CH3:36])([CH3:37])[CH3:38])[c:39]1[cH:40][cH:41][cH:42][cH:43][c:44]1-[c:45]1[c:46]([CH:47]([CH3:48])[CH3:49])[cH:50][c:51]([CH:52]([CH3:53])[CH3:54])[cH:55][c:56]1[CH:57]([CH3:58])[CH3:59])([CH3:60])([CH3:61])[CH3:62].[CH3:127][c:128]1[cH:129][cH:130][cH:131][cH:132][cH:133]1.[CH3:63][C:64]([CH3:65])([O-:66])[CH3:67].[Cl-:69].[F:15][C:16]([O:17][c:18]1[cH:19][cH:20][c:21]([O:22][CH:23]2[CH2:24][CH2:25][NH:26][CH2:27][CH2:28]2)[cH:29][cH:30]1)([F:31])[F:32].[NH4+:70].[Na+:68].[O:109]=[C:110]([CH:111]=[CH:112][c:113]1[cH:114][cH:115][cH:116][cH:117][cH:118]1)[CH:119]=[CH:120][c:121]1[cH:122][cH:123][cH:124][cH:125][cH:126]1.[O:73]=[C:74]([CH:75]=[CH:76][c:77]1[cH:78][cH:79][cH:80][cH:81][cH:82]1)[CH:83]=[CH:84][c:85]1[cH:86][cH:87][cH:88][cH:89][cH:90]1.[O:91]=[C:92]([CH:93]=[CH:94][c:95]1[cH:96][cH:97][cH:98][cH:99][cH:100]1)[CH:101]=[CH:102][c:103]1[cH:104][cH:105][cH:106][cH:107][cH:108]1.[Pd:71].[Pd:72]>>[c:2]1([N:26]2[CH2:25][CH2:24][CH:23]([O:22][c:21]3[cH:20][cH:19][c:18]([O:17][C:16]([F:15])([F:31])[F:32])[cH:30][cH:29]3)[CH2:28][CH2:27]2)[cH:3][cH:4][c:5]([O:6][CH2:7][C:8]([CH2:9][OH:10])([OH:11])[CH3:12])[cH:13][cH:14]1. Reactants: ClC1=C(C=O)C=CC(=C1)[N+](=O)[O-] (2-chloro-4-nitrobenzaldehyde), [Cl-].[NH4+] (ammonium chloride), C(CCC)[Li] (n-Butyl lithium), O1C=NC=C1 (oxazole). Solvent: C1CCOC1 (THF), C1CCOC1 (THF). Reaction conditions: temperature -70 celsius, time 1 hour. Product: ClC1=C(C=CC(=C1)[N+](=O)[O-])C(O)C=1OC=CN1 (1-(2-chloro-4-nitrophenyl)-1-(2-oxazolyl)methanol). As a reaction SMILES: C([Li])CCC.[O:6]1[CH:10]=[CH:9][N:8]=[CH:7]1.[Cl:11][C:12]1[CH:19]=[C:18]([N+:20]([O-:22])=[O:21])[CH:17]=[CH:16][C:13]=1[CH:14]=[O:15].[Cl-].[NH4+]>C1COCC1>[Cl:11][C:12]1[CH:19]=[C:18]([N+:20]([O-:22])=[O:21])[CH:17]=[CH:16][C:13]=1[CH:14]([C:7]1[O:6][CH:10]=[CH:9][N:8]=1)[OH:15] |f:3.4|. Reported procedure: n-Butyl lithium (1.6M in hexane, 7.4 ml) was added to a solution of oxazole (0.78 ml) in THF (100 ml) which had been cooled to -70° C. The mixture was stirred at that temperature for 1 hour. A solution of 2-chloro-4-nitrobenzaldehyde (2 g) in THF (5 ml) was added and the mixture was stirred at -70° C. for 3 hours. A saturated aqueous ammonium chloride solution was added and the mixture was extracted with ethyl acetate. The organic phase was dried (MgSO4) and evaporated to give 1-(2-chloro-4-nitr... The reactants are NC1=CC(=CC(=N1)CCC(C(=O)OC)C(=O)OC)C (dimethyl (2-(6-amino-4-methyl-2-pyridinyl)ethyl)malonate), Cl (hydrochloric acid). The product is Cl.NC1=CC(=CC(=N1)CCCC(=O)O)C (4-(6-amino-4-methyl-2-pyridinyl)butanoic acid hydrochloride). The yield is 58.0%. Reaction SMILES: [NH2:1][C:2]1[N:7]=[C:6]([CH2:8][CH2:9][CH:10](C(OC)=O)[C:11]([O:13]C)=[O:12])[CH:5]=[C:4]([CH3:19])[CH:3]=1.[ClH:20]>>[ClH:20].[NH2:1][C:2]1[N:7]=[C:6]([CH2:8][CH2:9][CH2:10][C:11]([OH:13])=[O:12])[CH:5]=[C:4]([CH3:19])[CH:3]=1 |f:2.3|. Procedure: A mixture of dimethyl (2-(6-amino-4-methyl-2-pyridinyl)ethyl)malonate (34 mg, 0.13 mmol) in 2.0 mL of 2.0 N hydrochloric acid was refluxed for 8 h. After cooling to room temperature, the reaction was extracted with 2×15 mL of dichloromethane and the aqueous phase was concentrated in vacuo to give 17 mg (58% yield) of 4-(6-amino-4-methyl-2-pyridinyl)butanoic acid hydrochloride. Starting materials: NC=1C=CC2=C(C(=NCC(N2C)=O)C2=C(C=CC=C2)F)C1 (7-amino-1,3-dihydro-1-methyl-5-(o-fluorophenyl)-2H-1,4-benzodiazepin-2-one), C(C)(C)N=C=O (isopropylisocyanate). Solvent: C(C)N(CC)CC (triethylamine). Conditions: time 2.5 day. The product is FC1=C(C=CC=C1)C1=NCC(N(C2=C1C=C(C=C2)NC(=O)NC(C)C)C)=O (1-[5-(o-fluorophenyl)-2,3-dihydro-1-methyl-2-oxo-1H-1,4-benzodiazepin-7-yl]-3-isopropylurea). Reaction SMILES: [NH2:1][C:2]1[CH:3]=[CH:4][C:5]2[N:11]([CH3:12])[C:10](=[O:13])[CH2:9][N:8]=[C:7]([C:14]3[CH:19]=[CH:18][CH:17]=[CH:16][C:15]=3[F:20])[C:6]=2[CH:21]=1.[CH:22]([N:25]=[C:26]=[O:27])([CH3:24])[CH3:23]>C(N(CC)CC)C>[F:20][C:15]1[CH:16]=[CH:17][CH:18]=[CH:19][C:14]=1[C:7]1[C:6]2[CH:21]=[C:2]([NH:1][C:26]([NH:25][CH:22]([CH3:24])[CH3:23])=[O:27])[CH:3]=[CH:4][C:5]=2[N:11]([CH3:12])[C:10](=[O:13])[CH2:9][N:8]=1. Procedure: 5 g (0.018 M) of 7-amino-1,3-dihydro-1-methyl-5-(o-fluorophenyl)-2H-1,4-benzodiazepin-2-one are heated at reflux for 5 hours with 15 ml of isopropylisocyanate and a catalytic amount of triethylamine. The mixture is left to stand at room temperature for 2.5 days, the product crystallising out partially. The solvent is concentrated partially, cooled with ice and the crystallised product is filtered off. After recrystallisation from methylene chloride/ethyl acetate, there is obtained 1-[5-(o-fluoro... As a reaction SMILES: [CH2:34]1[O:35][CH2:36][CH2:37][O:38][CH2:39]1.[CH3:26][C:27]([O-:28])=[O:29].[CH3:30][C:31](=[O:32])[Cl:33].[CH3:41][CH2:42][O:43][C:44](=[O:45])[CH3:46].[Cl:1][c:2]1[cH:3][cH:4][c:5]([C:6](=[O:7])[n:8]2[c:9]([CH3:22])[c:10]([CH2:19][NH:20][OH:21])[c:11]3[cH:12][c:13]([O:17][CH3:18])[cH:14][cH:15][c:16]23)[cH:23][cH:24]1.[Na+:25].[OH2:40]>>[Cl:1][c:2]1[cH:3][cH:4][c:5]([C:6](=[O:7])[n:8]2[c:9]([CH3:22])[c:10]([CH2:19][N:20]([OH:21])[C:27]([CH3:26])=[O:28])[c:11]3[cH:12][c:13]([O:17][CH3:18])[cH:14][cH:15][c:16]23)[cH:23][cH:24]1. Yields the product COc1ccc2c(c1)c(CN(O)C(C)=O)c(C)n2C(=O)c1ccc(Cl)cc1. Reactants: C1COCCO1, CC(=O)[O-], CC(=O)Cl, CCOC(C)=O, COc1ccc2c(c1)c(CNO)c(C)n2C(=O)c1ccc(Cl)cc1, [Na+], O. The reactants are CN(C(\C=C\CC(C)(C)N)=O)[C@H](CC1=CC2=CC=CC=C2C=C1)C(N(CCCC1=CC=CC=C1)C)=O ((2E)-5-Amino-5-methylhex-2-enoic acid N-methyl-N-((1R)-1-(N-methyl-N-(3-phenylpropyl)carbamoyl)-2-(2-naphthyl)ethyl)amide), C(=O)O (formic acid), C(C)(=O)OC(C)=O (Acetic acid anhydride). Run in O (Water). Run at time 2.5 hour. The product is C1(=CC=CC=C1)CCCNC=O (N-(3-phenylpropyl)formamide). Yield: 50.9%. RXN SMILES: CN([C@@H]([C:24](=[O:36])[N:25](C)[CH2:26][CH2:27][CH2:28][C:29]1[CH:34]=[CH:33][CH:32]=[CH:31][CH:30]=1)CC1C=CC2C(=CC=CC=2)C=1)C(=O)/C=C/CC(N)(C)C.C(O)=O.C(OC(=O)C)(=O)C>O>[C:29]1([CH2:28][CH2:27][CH2:26][NH:25][CH:24]=[O:36])[CH:34]=[CH:33][CH:32]=[CH:31][CH:30]=1. Reported procedure: (2E)-5-Amino-5-methylhex-2-enoic acid N-methyl-N-((1R)-1-(N-methyl-N-(3-phenylpropyl)carbamoyl)-2-(2-naphthyl)ethyl)amide ##STR116## N-(3-Phenylpropyl)formamide ##STR117## 3-Phenylproylamine (10 ml, 70.0 mmol) was added at 0° C. dropwise to formic acid (80 ml). Acetic acid anhydride (30 ml) was added dropwise to the reaction mixture. After the addition the reaction mixture was warmed to room temperature. It was stirred for 2.5 h. It was cooled to 0° C. Water (30 ml) was added dropwise. The react...